Dataset: the Open Reaction Database (ORD), a public repository of structured organic reaction records. Task: describe an organic reaction: reactants, conditions, products, and yield The reactants are O (water), C(C1=CC=CC=C1)(=O)OCCC(CCO)(C)O (3,5-dihydroxy-3-methylpentyl benzoate), C(Br)(Br)(Br)Br (carbon tetrabromide), C1(=CC=CC=C1)P(C1=CC=CC=C1)C1=CC=CC=C1 (triphenylphosphine). The solvent is O1CCCC1 (tetrahydrofuran), O1CCCC1 (tetrahydrofuran). Reaction conditions: time 3 day. Product: C(C1=CC=CC=C1)(=O)OCCC(CCBr)(C)O (5-bromo-3-hydroxy-3-methylpentyl benzoate). The yield is 77.5%. As a reaction SMILES: [C:1]([O:9][CH2:10][CH2:11][C:12]([OH:17])([CH3:16])[CH2:13][CH2:14]O)(=[O:8])[C:2]1[CH:7]=[CH:6][CH:5]=[CH:4][CH:3]=1.C(Br)(Br)(Br)[Br:19].C1(P(C2C=CC=CC=2)C2C=CC=CC=2)C=CC=CC=1.O>O1CCCC1>[C:1]([O:9][CH2:10][CH2:11][C:12]([OH:17])([CH3:16])[CH2:13][CH2:14][Br:19])(=[O:8])[C:2]1[CH:7]=[CH:6][CH:5]=[CH:4][CH:3]=1. Reported procedure: To a solution of 3,5-dihydroxy-3-methylpentyl benzoate (1.0 g) and carbon tetrabromide (2.78 g) in tetrahydrofuran (30 mL) was added dropwise a solution of triphenylphosphine (2.20 g) in tetrahydrofuran (10 mL) under ice-cooling. After stirring at room temperature for 3 days, water was added, and the mixture was extracted with ethyl acetate. The organic layer washed with saturated brine, dried over magnesium sulfate and concentrated under reduced pressure, and the residue was separated and purif... Starting materials: N#CCCOC1CCN(Cc2ccccc2)CC1, CCO, [H][H]. The product is NCCCOC1CCN(Cc2ccccc2)CC1. As a reaction SMILES: [CH2:1]([c:2]1[cH:3][cH:4][cH:5][cH:6][cH:7]1)[N:8]1[CH2:9][CH2:10][CH:11]([O:14][CH2:15][CH2:16][C:17]#[N:18])[CH2:12][CH2:13]1.[CH3:21][CH2:22][OH:23].[H:19][H:20]>>[CH2:1]([c:2]1[cH:3][cH:4][cH:5][cH:6][cH:7]1)[N:8]1[CH2:9][CH2:10][CH:11]([O:14][CH2:15][CH2:16][CH2:17][NH2:18])[CH2:12][CH2:13]1. Reactants: FC1(CN(C1)C(=O)OC(C)(C)C)C1=CC=C(C=C1)C=O (tert-butyl 3-fluoro-3-(4-formylphenyl)azetidine-1-carboxylate), NO.Cl (NH2OH.HCl), O (water). Run in C(C)O (ethanol). Conditions: temperature 50 celsius, time 2 hour. The product is FC1(CN(C1)C(=O)OC(C)(C)C)C1=CC=C(C=C1)C=NO (tert-butyl 3-fluoro-3-(4-((hydroxyimino)methyl)phenyl)azetidine-1-carboxylate). Reaction SMILES: [F:1][C:2]1([C:13]2[CH:18]=[CH:17][C:16]([CH:19]=O)=[CH:15][CH:14]=2)[CH2:5][N:4]([C:6]([O:8][C:9]([CH3:12])([CH3:11])[CH3:10])=[O:7])[CH2:3]1.[NH2:21][OH:22].Cl.O>C(O)C>[F:1][C:2]1([C:13]2[CH:18]=[CH:17][C:16]([CH:19]=[N:21][OH:22])=[CH:15][CH:14]=2)[CH2:5][N:4]([C:6]([O:8][C:9]([CH3:12])([CH3:11])[CH3:10])=[O:7])[CH2:3]1 |f:1.2|. Procedure: To a solution of tert-butyl 3-fluoro-3-(4-formylphenyl)azetidine-1-carboxylate (Preparation 6, 460 mg, 1.65 mmol) in ethanol (30 mL) was added NH2OH.HCl (127 mg, 1.8 mmol) and water (2.5 mL). The solution was heated to 50° C. for 1 hour and then allowed to stir at room temperature for 2 hours. The reactants were concentrated under vacuum to remove the ethanol. Water (5 mL) was added to the remaining residue and extracted with EtOAc (2×10 mL). Combined organic phases were dried (Na2SO4) and conce... Reactants: FC(C)(F)C=1N=C(SC1)CN1N=CC(=N1)N (2-[4-(1,1-Difluoro-ethyl)-thiazol-2-ylmethyl]-2H-[1,2,3]triazol-4-ylamine), C1(=CC=CC=C1)C1=C(N=CO1)C(=O)O (5-phenyl-oxazole-4-carboxylic acid). Yields the product FC(C)(F)C=1N=C(SC1)CN1N=CC(=N1)NC(=O)C=1N=COC1C1=CC=CC=C1 (5-Phenyl-oxazole-4-carboxylic acid {2-[4-(1,1-difluoro-ethyl)-thiazol-2-ylmethyl]-2H-[1,2,3]triazol-4-yl}-amide). Reaction SMILES: [F:1][C:2]([C:5]1[N:6]=[C:7]([CH2:10][N:11]2[N:15]=[C:14]([NH2:16])[CH:13]=[N:12]2)[S:8][CH:9]=1)([F:4])[CH3:3].[C:17]1([C:23]2[O:27][CH:26]=[N:25][C:24]=2[C:28](O)=[O:29])[CH:22]=[CH:21][CH:20]=[CH:19][CH:18]=1>>[F:1][C:2]([C:5]1[N:6]=[C:7]([CH2:10][N:11]2[N:15]=[C:14]([NH:16][C:28]([C:24]3[N:25]=[CH:26][O:27][C:23]=3[C:17]3[CH:18]=[CH:19][CH:20]=[CH:21][CH:22]=3)=[O:29])[CH:13]=[N:12]2)[S:8][CH:9]=1)([F:4])[CH3:3]. Reported procedure: Following general procedure A, starting from 2-[4-(1,1-Difluoro-ethyl)-thiazol-2-ylmethyl]-2H-[1,2,3]triazol-4-ylamine and 5-phenyl-oxazole-4-carboxylic acid. Reactants: [OH-].[Li+] (Lithium hydroxide), C(C)(=O)OC(C)CCCOC1=C(C=C(C=C1)C(C(F)(F)F)(C(F)(F)F)OCOC)CCC (5-[4-[1,1,1,3,3,3-hexafluoro-2-(methoxymethyl)oxypropan-2-yl]-2-propylphenyloxy]pent-2-yl acetate). Run in CO (methanol), CO (methanol). Reaction conditions: temperature 60 celsius. Yields the product FC(C(C(F)(F)F)(OCOC)C1=CC(=C(C=C1)OCCCC(C)O)CCC)(F)F (5-[4-[1,1,1,3,3,3-hexafluoro-2-(methoxymethyl)oxypropan-2-yl]-2-propylphenyloxy]pentan-2-ol). The yield is 93.2%. As a reaction SMILES: [OH-].[Li+].C([O:6][CH:7]([CH2:9][CH2:10][CH2:11][O:12][C:13]1[CH:18]=[CH:17][C:16]([C:19]([O:28][CH2:29][O:30][CH3:31])([C:24]([F:27])([F:26])[F:25])[C:20]([F:23])([F:22])[F:21])=[CH:15][C:14]=1[CH2:32][CH2:33][CH3:34])[CH3:8])(=O)C>CO>[F:21][C:20]([F:22])([F:23])[C:19]([C:16]1[CH:17]=[CH:18][C:13]([O:12][CH2:11][CH2:10][CH2:9][CH:7]([OH:6])[CH3:8])=[C:14]([CH2:32][CH2:33][CH3:34])[CH:15]=1)([O:28][CH2:29][O:30][CH3:31])[C:24]([F:25])([F:27])[F:26] |f:0.1|. Reported procedure: A 2 mol/L Lithium hydroxide solution (2 mL) was added to a mixed solution of 5-[4-[1,1,1,3,3,3-hexafluoro-2-(methoxymethyl)oxypropan-2-yl]-2-propylphenyloxy]pent-2-yl acetate (80.4 mg, 169 μmol) in methanol (1.5 mL) at room temperature, followed by heating at an external temperature of 60° C. in an oil bath overnight. After completion of the reaction, methanol was evaporated under reduced pressure. The pH was adjusted to 7 by adding 4 mol/L hydrochloric acid (2 mL) to the residue. After extracti... Reactants: CCCC1CCC(C2CCC(CCCC=O)CC2)CC1, CCOc1cccc(F)c1F, C1CCOC1, [Li]C(C)CC, O. Yields the product CCCC1CCC(C2CCC(CCC=Cc3ccc(OCC)c(F)c3F)CC2)CC1. RXN SMILES: [CH2:17]([CH2:18][CH3:19])[CH:20]1[CH2:21][CH2:22][CH:23]([CH:26]2[CH2:27][CH2:28][CH:29]([CH2:32][CH2:33][CH2:34][CH:35]=[O:36])[CH2:30][CH2:31]2)[CH2:24][CH2:25]1.[CH2:1]([CH3:2])[O:3][c:4]1[c:5]([F:11])[c:6]([F:10])[cH:7][cH:8][cH:9]1.[CH2:38]1[O:39][CH2:40][CH2:41][CH2:42]1.[CH:12]([Li:13])([CH2:14][CH3:15])[CH3:16].[OH2:37]>>[CH2:1]([CH3:2])[O:3][c:4]1[c:5]([F:11])[c:6]([F:10])[c:7]([CH:35]=[CH:34][CH2:33][CH2:32][CH:29]2[CH2:28][CH2:27][CH:26]([CH:23]3[CH2:22][CH2:21][CH:20]([CH2:17][CH2:18][CH3:19])[CH2:25][CH2:24]3)[CH2:31][CH2:30]2)[cH:8][cH:9]1. Reactants: C(C=C)C1OC2(CCNCC2)C2=C(C=CC=C12)Cl (3-allyl-7-chloro-3H-spiro[isobenzofuran-1,4′-piperidine]), CCN(C(C)C)C(C)C (DIEA), C12C(C3CC(CC(C1)C3)C2)N=C=O (2-adamantyl isocyanate). Solvent: C(Cl)Cl (CH2Cl2). Reaction conditions: time 19 hour. Product: C12C(C3CC(CC(C1)C3)C2)NC(=O)N2CCC3(CC2)OC(C2=CC=CC(=C23)Cl)CC=C (N-(2-adamantyl)-3-allyl-7-chloro-3H-spiro[isobenzofuran-1,4′-piperidine]-1′-carboxamide). Yield: 69.3%. As a reaction SMILES: [CH2:1]([CH:4]1[C:17]2[C:12](=[C:13]([Cl:18])[CH:14]=[CH:15][CH:16]=2)[C:6]2([CH2:11][CH2:10][NH:9][CH2:8][CH2:7]2)[O:5]1)[CH:2]=[CH2:3].CCN(C(C)C)C(C)C.[CH:28]12[CH2:37][CH:32]3[CH2:33][CH:34]([CH2:36][CH:30]([CH2:31]3)[CH:29]1[N:38]=[C:39]=[O:40])[CH2:35]2>C(Cl)Cl>[CH:30]12[CH2:36][CH:34]3[CH2:33][CH:32]([CH2:37][CH:28]([CH2:35]3)[CH:29]1[NH:38][C:39]([N:9]1[CH2:10][CH2:11][C:6]3([C:12]4[C:17](=[CH:16][CH:15]=[CH:14][C:13]=4[Cl:18])[CH:4]([CH2:1][CH:2]=[CH2:3])[O:5]3)[CH2:7][CH2:8]1)=[O:40])[CH2:31]2. Procedure: To a stirred solution of 3-allyl-7-chloro-3H-spiro[isobenzofuran-1,4′-piperidine] (0.0190 g), and DIEA (0.5 mL) in CH2Cl2 (2 mL) was added 2-adamantyl isocyanate (0.0138 g, 0.0778 mmol) at rt. After 19 h, the solvents were removed in vacuo and the residue was purified by reversed-phase HPLC (Phenomenex® Luna 5μ C18(2) 100A, 250×21.20 mm, 5 micron, 70%→90% CH3CN/H2O, 0.1% CF3COOH over 8 min and then 90% CH3CN/H2O, 0.1% CF3COOH over 4 min, flow rate 25 mL/min) to afford N-(2-adamantyl)-3-allyl-7-c... The reactants are NC1=CC=C(CC2=C(N)C=CC(=C2)CC2=CC=C(C=C2)N)C=C1 (2,4-bis(p-aminobenzyl)aniline), C=O (formalin), C(CCC)O (n-butanol), C1(=CC=CC=C1)O (phenol), C1(=CC=CC=C1)C (toluene). Run at temperature 60 celsius. The product is OC1=C(NOC2=C1C=CC=C2)O (DIHYDROXYBENZOXAZINE). As a reaction SMILES: NC1C=CC(CC2C=C(CC3C=C[C:18]([NH2:21])=CC=3)C=CC=2N)=CC=1.[C:24]1([OH:30])[CH:29]=[CH:28][CH:27]=[CH:26][CH:25]=1.C1(C)C=CC=CC=1.[CH2:38]=[O:39].C([OH:44])CCC>>[OH:39][C:38]1[C:25]2[CH:26]=[CH:27][CH:28]=[CH:29][C:24]=2[O:30][NH:21][C:18]=1[OH:44]. Procedure details: To a reactor are charged 110 parts of 2,4-bis(p-aminobenzyl)aniline (a technical grade by-product sold by E. I. duPont de Nemours & Co.), 94 parts of phenol, 160 parts of toluene and 40 parts of n-butanol. The reactor is inerted with nitrogen and heated to 60° C. with stirring to form a uniform solution. At 60° C. 128 parts of 50% formalin are added rapidly allowing the temperature to rise to atmospheric reflux (reflux temperature ~91° C.). The batch is refluxed for 3 hours during which time the... Starting materials: ClC1=NC2=CC=CC(=C2C=C1)O (2-chloro-5-hydroxyquinoline), ClCC(CN1CCN(CC1)C(C1=CC=CC=C1)C1=CC=CC=C1)O (4-(3-chloro-2-hydroxypropyl)-1-diphenylmethylpiperazine). The product is ClC1=NC2=CC=CC(=C2C=C1)OCC(CN1CCN(CC1)C(C1=CC=CC=C1)C1=CC=CC=C1)O (2-chloro-5-[3-(4-diphenylmethylpiperazine-1-yl)-2-hydroxypropoxy]quinoline). Yield: 51.2%. RXN SMILES: [Cl:1][C:2]1[CH:11]=[CH:10][C:9]2[C:4](=[CH:5][CH:6]=[CH:7][C:8]=2[OH:12])[N:3]=1.Cl[CH2:14][CH:15]([OH:36])[CH2:16][N:17]1[CH2:22][CH2:21][N:20]([CH:23]([C:30]2[CH:35]=[CH:34][CH:33]=[CH:32][CH:31]=2)[C:24]2[CH:29]=[CH:28][CH:27]=[CH:26][CH:25]=2)[CH2:19][CH2:18]1>>[Cl:1][C:2]1[CH:11]=[CH:10][C:9]2[C:4](=[CH:5][CH:6]=[CH:7][C:8]=2[O:12][CH2:14][CH:15]([OH:36])[CH2:16][N:17]2[CH2:18][CH2:19][N:20]([CH:23]([C:30]3[CH:35]=[CH:34][CH:33]=[CH:32][CH:31]=3)[C:24]3[CH:29]=[CH:28][CH:27]=[CH:26][CH:25]=3)[CH2:21][CH2:22]2)[N:3]=1. Reported procedure: Following the same procedure as in Example 23-(c), reaction and treatment were carried out using 1 g of 2-chloro-5-hydroxyquinoline and 2.88 g of 4-(3-chloro-2-hydroxypropyl)-1-diphenylmethylpiperazine synthesized in Example 23-(b), in order to obtain 1.39 g of 2-chloro-5-[3-(4-diphenylmethylpiperazine-1-yl)-2-hydroxypropoxy]quinoline. The reactants are [N+](=O)([O-])C1=CC=C(C=NNC=2N=NC(=CC2)N2CCOCC2)C=C1 (4-Nitrobenzylidene-(6-morpholino-3-pyridazinyl)-hydrazine), [N+](=O)([O-])C1=CC=C(C=NNC=2N=NC(=CC2)N2CCOCC2)C=C1 (4-Nitrobenzylidene-(6-morpholino-3-pyridazinyl)-hydrazine), C1=CC=CC=C1 (benzene), C1(=CC=CC=C1)C (toluene), ClCCl (dichloromethane). Solvent: C(Cl)(Cl)Cl (chloroform). Run at temperature 40 celsius, time 1.5 hour. Product: Cl.Cl.O1CCN(CC1)C1=CC=C(N=N1)NN (6-morpholino-3-pyridazinylhydrazine dihydrochloride), dihydrobromide. Reaction SMILES: [N+](C1C=CC(C=[N:9][NH:10][C:11]2[N:12]=[N:13][C:14]([N:17]3[CH2:22][CH2:21][O:20][CH2:19][CH2:18]3)=[CH:15][CH:16]=2)=CC=1)([O-])=O.C1C=CC=CC=1.C1(C)C=CC=CC=1.[Cl:38]CCl>C(Cl)(Cl)Cl>[ClH:38].[ClH:38].[O:20]1[CH2:21][CH2:22][N:17]([C:14]2[N:13]=[N:12][C:11]([NH:10][NH2:9])=[CH:16][CH:15]=2)[CH2:18][CH2:19]1 |f:5.6.7|. Procedure: One part by weight of the substituted benzylidenehydrazine (compounds of Examples 1 to 6) is heated together with 20 parts by volume of benzene (or toluene or dichloromethane or chloroform) and 20 parts by volume of concentrated hydrochloric (or 48% hydrobromic) acid while stirring at an internal temperature of 40° C. for 1 to 2 hours in such a way that the organic phase is replaced by fresh solvent every 30 minutes. After separation 80-90% of the substituted benzaldehyde can be recovered from t...